Dataset: the Open Reaction Database (ORD), a public repository of structured organic reaction records. Task: describe an organic reaction: reactants, conditions, products, and yield Reactants: CC(=O)O[BH-](OC(C)=O)OC(C)=O, Cc1nc(C(=O)N2CCOC3(CCNCC3)C2)cs1, CN1CCCC1=O, CC(=O)O, CO, Cl, [Na+], O=CCOc1ccc(CO)cc1. Yields the product Cc1nc(C(=O)N2CCOC3(CCN(CCOc4ccc(CO)cc4)CC3)C2)cs1. Reaction SMILES: [C:33]([O:34][BH-:35]([O:36][C:37](=[O:38])[CH3:39])[O:40][C:41](=[O:42])[CH3:43])(=[O:44])[CH3:45].[CH3:2][c:3]1[s:4][cH:5][c:6]([C:8](=[O:9])[N:10]2[CH2:11][CH2:12][O:13][C:14]3([CH2:15]2)[CH2:16][CH2:17][NH:18][CH2:19][CH2:20]3)[n:7]1.[CH3:47][N:48]1[CH2:49][CH2:50][CH2:51][C:52]1=[O:53].[CH3:54][C:55](=[O:56])[OH:57].[CH3:58][OH:59].[ClH:1].[Na+:46].[OH:21][CH2:22][c:23]1[cH:24][cH:25][c:26]([O:27][CH2:28][CH:29]=[O:30])[cH:31][cH:32]1>>[CH3:2][c:3]1[s:4][cH:5][c:6]([C:8](=[O:9])[N:10]2[CH2:11][CH2:12][O:13][C:14]3([CH2:15]2)[CH2:16][CH2:17][N:18]([CH2:29][CH2:28][O:27][c:26]2[cH:25][cH:24][c:23]([CH2:22][OH:21])[cH:32][cH:31]2)[CH2:19][CH2:20]3)[n:7]1. The reactants are C(C)(C)(C)OC(=O)N([C@H](C)C1=CC=CC2=CC=CC=C12)C[C@H]1CN(C[C@@H]1C1=CC=CC=C1)C1=C(C=C(C(=O)O)C=C1F)F (4-[(3R,4S)-3-({(tert-butoxycarbonyl)[(1R)-1-(1-naphthyl)ethyl]amino}methyl)-4-phenylpyrrolidin-1-yl]-3,5-difluorobenzoic acid), Cl.O1CCOCC1 (hydrogen chloride 1,4-dioxane). The solvent is O1CCOCC1 (1,4-dioxane). Run at time 8 hour. Product: Cl.FC=1C=C(C(=O)O)C=C(C1N1C[C@@H]([C@H](C1)C1=CC=CC=C1)CN[C@H](C)C1=CC=CC2=CC=CC=C12)F (3,5-difluoro-4-[(3S,4S)-3-({[(1R)-1-(1-naphthyl)ethyl]amino}methyl)-4-phenylpyrrolidin-1-yl]benzoic acid hydrochloride). As a reaction SMILES: C(OC([N:8]([CH2:21][C@@H:22]1[C@@H:26]([C:27]2[CH:32]=[CH:31][CH:30]=[CH:29][CH:28]=2)[CH2:25][N:24]([C:33]2[C:41]([F:42])=[CH:40][C:36]([C:37]([OH:39])=[O:38])=[CH:35][C:34]=2[F:43])[CH2:23]1)[C@@H:9]([C:11]1[C:20]2[C:15](=[CH:16][CH:17]=[CH:18][CH:19]=2)[CH:14]=[CH:13][CH:12]=1)[CH3:10])=O)(C)(C)C.[ClH:44].O1CCOCC1>O1CCOCC1>[ClH:44].[F:42][C:41]1[CH:40]=[C:36]([CH:35]=[C:34]([F:43])[C:33]=1[N:24]1[CH2:25][C@H:26]([C:27]2[CH:28]=[CH:29][CH:30]=[CH:31][CH:32]=2)[C@@H:22]([CH2:21][NH:8][C@@H:9]([C:11]2[C:20]3[C:15](=[CH:16][CH:17]=[CH:18][CH:19]=3)[CH:14]=[CH:13][CH:12]=2)[CH3:10])[CH2:23]1)[C:37]([OH:39])=[O:38] |f:1.2,4.5|. Procedure details: A 20 ml 1,4-dioxane solution of 2.01 g of 4-[(3R,4S)-3-({(tert-butoxycarbonyl)[(1R)-1-(1-naphthyl)ethyl]amino}methyl)-4-phenylpyrrolidin-1-yl]-3,5-difluorobenzoic acid was mixed with 2.0 ml of 4 M hydrogen chloride/1,4-dioxane and stirred overnight at room temperature. The reaction solution was concentrated under a reduced pressure, and the thus obtained residue was purified by a silica gel column chromatography (chloroform-methanol). The purified product was dissolved in 1,4-dioxane-diethyl eth... Reactants: Cl (HCl), CC=1C=CC(=NC1)C=1C=C(C(=O)OC)C=C(C1)C1=CN=NN1C (methyl 3-(5-methylpyridin-2-yl)-5-(1-methyl-1H-1,2,3-triazol-5-yl)benzoate), [OH-].[Na+] (sodium hydroxide), O (water). The solvent is C1CCOC1 (THF). Reaction conditions: time 16 hour. Product: hydrochloride salt, CC=1C=CC(=NC1)C=1C=C(C(=O)O)C=C(C1)C1=CN=NN1C (3-(5-Methylpyridin-2-yl)-5-(1-methyl-1H-1,2,3-triazol-5-yl)benzoic acid). The yield is 117.0%. RXN SMILES: [CH3:1][C:2]1[CH:3]=[CH:4][C:5]([C:8]2[CH:9]=[C:10]([CH:15]=[C:16]([C:18]3[N:22]([CH3:23])[N:21]=[N:20][CH:19]=3)[CH:17]=2)[C:11]([O:13]C)=[O:12])=[N:6][CH:7]=1.[OH-].[Na+].O.Cl>C1COCC1>[CH3:1][C:2]1[CH:3]=[CH:4][C:5]([C:8]2[CH:9]=[C:10]([CH:15]=[C:16]([C:18]3[N:22]([CH3:23])[N:21]=[N:20][CH:19]=3)[CH:17]=2)[C:11]([OH:13])=[O:12])=[N:6][CH:7]=1 |f:1.2|. Reported procedure: To a solution of methyl 3-(5-methylpyridin-2-yl)-5-(1-methyl-1H-1,2,3-triazol-5-yl)benzoate (85 mg, 0.276 mmol) in THF (5 mL) was added 1 M aqueous sodium hydroxide (0.827 mL, 0.827 mmol) and water (4 mL). After 16 h, the reaction was acidified to pH 1 by 1 M HCl. The solution was concentrated and dried under vacuum to give the hydrochloride salt of title compound (95 mg). MS 295.0 (M+1). The reactants are NC1=NC(C=2C=NN3C(=CCN1C32)C3=CC(=CC=C3)C(F)(F)F)=O (5-Amino-8-[3-(trifluoromethyl)phenyl]-3H,6H-1,4,5a,8a-tetraazaacenaphthylen-3-one), ClCC(=O)Cl (chloroacetyl chloride), 1,8-bis(dimethylamino)-naphthalene,N,N,N',N'-tetramethyl-1,8-naphthalenediamine, CN(C)C1=CC=CC2=C1C(=CC=C2)N(C)C (Proton Sponge), O (water). Solvent: O1CCCC1 (tetrahydrofuran). The product is ClCC(=O)NC1=NC(C=2C=NN3C(=CCN1C32)C3=CC(=CC=C3)C(F)(F)F)=O (2-Chloro-N-[3-oxo-8-[3-(trifluoromethyl)phenyl]-3H,6H-1,4,5a,8a-tetraazaacenaphthylen-5-yl]acetamide). Reaction SMILES: [NH2:1][C:2]1[N:12]2[C:13]3[N:8]([C:9]([C:14]4[CH:19]=[CH:18][CH:17]=[C:16]([C:20]([F:23])([F:22])[F:21])[CH:15]=4)=[CH:10][CH2:11]2)[N:7]=[CH:6][C:5]=3[C:4](=[O:24])[N:3]=1.CN(C1C2C(N(C)C)=CC=CC=2C=CC=1)C.[Cl:41][CH2:42][C:43](Cl)=[O:44].O>O1CCCC1>[Cl:41][CH2:42][C:43]([NH:1][C:2]1[N:12]2[C:13]3[N:8]([C:9]([C:14]4[CH:19]=[CH:18][CH:17]=[C:16]([C:20]([F:23])([F:22])[F:21])[CH:15]=4)=[CH:10][CH2:11]2)[N:7]=[CH:6][C:5]=3[C:4](=[O:24])[N:3]=1)=[O:44]. Procedure details: A 500 mg amount of 5-amino-8-[3-(trifuoromethyl)phenyl]-3H,6H-1,4,5a,8a-tetraazaacenaphthylen-3-one (prepared as described in Example 29) was suspended and stirred in 30 ml of dry tetrahydrofuran, then 1 equivalent (0.322 g) of [1,8-bis(dimethylamino)-naphthalene,N,N,N',N'-tetramethyl-1,8-naphthalenediamine] (Proton Sponge® was added followed by 1.1 equivalents (0.187 g) of chloroacetyl chloride. The reaction mixture was heated at reflux for 16 hours, then allowed to cool to room temperature. Th...